Dataset: the Open Reaction Database (ORD), a public repository of structured organic reaction records. Task: describe an organic reaction: reactants, conditions, products, and yield The reactants are C(C)(C)(C)OC(NC1(CCC1)C1=CC=C(C=C1)C=1C(=CC2=C(OCC(N2CCC#N)=O)N1)C1=CC=CC=C1)=O (tert-butyl(1-(4-(1-(2-cyanoethyl)-2-oxo-7-phenyl-2,3-dihydro-1H-pyrido[2,3-b][1,4]oxazin-6-yl)phenyl)cyclobutyl)carbamate). Run in C(=O)(C(F)(F)F)O (TFA). Reaction conditions: time 30 second. The product is NC1(CCC1)C1=CC=C(C=C1)C=1C(=CC2=C(OCC(N2CCC#N)=O)N1)C1=CC=CC=C1 (3-(6-(4-(1-aminocyclobutyl)phenyl)-2-oxo-7-phenyl-2,3-dihydro-1H-pyrido[2,3-b][1,4]oxazin-1-yl)propanenitrile). The yield is 97.5%. RXN SMILES: C(OC(=O)[NH:7][C:8]1([C:12]2[CH:17]=[CH:16][C:15]([C:18]3[C:19]([C:33]4[CH:38]=[CH:37][CH:36]=[CH:35][CH:34]=4)=[CH:20][C:21]4[N:26]([CH2:27][CH2:28][C:29]#[N:30])[C:25](=[O:31])[CH2:24][O:23][C:22]=4[N:32]=3)=[CH:14][CH:13]=2)[CH2:11][CH2:10][CH2:9]1)(C)(C)C>C(O)(C(F)(F)F)=O>[NH2:7][C:8]1([C:12]2[CH:13]=[CH:14][C:15]([C:18]3[C:19]([C:33]4[CH:34]=[CH:35][CH:36]=[CH:37][CH:38]=4)=[CH:20][C:21]4[N:26]([CH2:27][CH2:28][C:29]#[N:30])[C:25](=[O:31])[CH2:24][O:23][C:22]=4[N:32]=3)=[CH:16][CH:17]=2)[CH2:11][CH2:10][CH2:9]1. Procedure: tert-butyl(1-(4-(1-(2-cyanoethyl)-2-oxo-7-phenyl-2,3-dihydro-1H-pyrido[2,3-b][1,4]oxazin-6-yl)phenyl)cyclobutyl)carbamate (15 mg, 0.029 mmol) was dissolved in TFA (0.5 mL) and stirred for 30 seconds. The solution was immediately concentrated to dryness under reduced pressure. The residue was dissolved in diethyl ether (1 mL) and concentrated to dryness under reduced pressure three times. The residue was then slurried in diethyl ether (0.5 mL) and after settling the supernatant solvent removed by... Reactants: Cc1cnc(NS(=O)(=O)c2cccc(Cl)c2Cl)c(Br)n1, Cc1cccc(CO)n1. The product is Cc1cccc(COc2nc(C)cnc2NS(=O)(=O)c2cccc(Cl)c2Cl)n1. As a reaction SMILES: [Br:10][c:11]1[c:12]([NH:18][S:19](=[O:20])(=[O:21])[c:22]2[c:23]([Cl:29])[c:24]([Cl:28])[cH:25][cH:26][cH:27]2)[n:13][cH:14][c:15]([CH3:17])[n:16]1.[CH3:1][c:2]1[cH:3][cH:4][cH:5][c:6]([CH2:8][OH:9])[n:7]1>>[CH3:1][c:2]1[cH:3][cH:4][cH:5][c:6]([CH2:8][O:9][c:11]2[c:12]([NH:18][S:19](=[O:20])(=[O:21])[c:22]3[c:23]([Cl:29])[c:24]([Cl:28])[cH:25][cH:26][cH:27]3)[n:13][cH:14][c:15]([CH3:17])[n:16]2)[n:7]1. Starting materials: CCOC(=O)c1cn(C2CC2)c2cc(F)c(F)cc2c1=O, Cl. The product is O=C(O)c1cn(C2CC2)c2cc(F)c(F)cc2c1=O. RXN SMILES: [CH:1]1([n:4]2[cH:5][c:6]([C:17](=[O:18])[O:19][CH2:20][CH3:21])[c:7](=[O:16])[c:8]3[cH:9][c:10]([F:15])[c:11]([F:14])[cH:12][c:13]23)[CH2:2][CH2:3]1.[ClH:22]>>[CH:1]1([n:4]2[cH:5][c:6]([C:17](=[O:18])[OH:19])[c:7](=[O:16])[c:8]3[cH:9][c:10]([F:15])[c:11]([F:14])[cH:12][c:13]23)[CH2:2][CH2:3]1.